Dataset: the Open Reaction Database (ORD), a public repository of structured organic reaction records. Task: describe an organic reaction: reactants, conditions, products, and yield As a reaction SMILES: [Cl:1][c:2]1[n:3][c:4]([C:9](=[O:10])[NH:11][CH:12]2[CH:13]([O:36][CH2:37][CH3:38])[CH2:14][N:15]([c:18]3[cH:19][c:20](=[O:35])[n:21](-[c:24]4[s:25][c:26]([C:30](=[O:31])[O:32][CH2:33][CH3:34])[c:27]([CH3:29])[n:28]4)[cH:22][cH:23]3)[CH2:16][CH2:17]2)[nH:5][c:6]1[CH2:7][CH3:8].[ClH:41].[Na+:40].[O:42]1[CH2:43][CH2:44][O:45][CH2:46][CH2:47]1.[OH-:39]>>[Cl:1][c:2]1[n:3][c:4]([C:9](=[O:10])[NH:11][CH:12]2[CH:13]([O:36][CH2:37][CH3:38])[CH2:14][N:15]([c:18]3[cH:19][c:20](=[O:35])[n:21](-[c:24]4[s:25][c:26]([C:30](=[O:31])[OH:32])[c:27]([CH3:29])[n:28]4)[cH:22][cH:23]3)[CH2:16][CH2:17]2)[nH:5][c:6]1[CH2:7][CH3:8]. Reactants: CCOC(=O)c1sc(-n2ccc(N3CCC(NC(=O)c4nc(Cl)c(CC)[nH]4)C(OCC)C3)cc2=O)nc1C, Cl, [Na+], C1COCCO1, [OH-]. The product is CCOC1CN(c2ccn(-c3nc(C)c(C(=O)O)s3)c(=O)c2)CCC1NC(=O)c1nc(Cl)c(CC)[nH]1. The reactants are BrC1=CC2=C(N=C(O2)C=2C=C(C(=O)N)C=CC2)C=C1 (3-(6-bromobenzoxazol-2-yl)benzamide), Compound, N1=CC=CC=C1 (pyridine), CN(C=O)C (N,N-dimethyl formamide), C(C(=O)Cl)(=O)Cl (oxalyl chloride). Run in O (water). Reaction conditions: temperature 0 celsius, time 50 minute. Product: BrC1=CC2=C(N=C(O2)C=2C=C(C#N)C=CC2)C=C1 (3-(6-bromobenzoxazol-2-yl)benzonitrile). Isolated yield 92.3%. As a reaction SMILES: [Br:1][C:2]1[CH:19]=[CH:18][C:5]2[N:6]=[C:7]([C:9]3[CH:10]=[C:11]([CH:15]=[CH:16][CH:17]=3)[C:12]([NH2:14])=O)[O:8][C:4]=2[CH:3]=1.N1C=CC=CC=1.CN(C)C=O.C(Cl)(=O)C(Cl)=O>O>[Br:1][C:2]1[CH:19]=[CH:18][C:5]2[N:6]=[C:7]([C:9]3[CH:10]=[C:11]([CH:15]=[CH:16][CH:17]=3)[C:12]#[N:14])[O:8][C:4]=2[CH:3]=1. Procedure details: To a mixture of 3-(6-bromobenzoxazol-2-yl)benzamide (Compound of Example 253) (1.09 g), pyridine (0.41 g) and N,N-dimethyl formamide (20 ml) was added dropwise oxalyl chloride (0.52 g) at 0° C., and the mixture was stirred at 0° C. for 50 minutes. The reaction mixture was poured into water, and the mixture was extracted with ethyl acetate. The organic layer was washed with 1 N hydrochloric acid, water, a saturated aqueous solution of sodium bicarbonate and water, successively, and dried over MgS... Reactants: C(CCCCCCCCCCCCC)(=O)O (myristic acid), C(=O)(C=1NC=CN1)C=1NC=CN1 (carbonyl diimidazole), CN(CCCN)C (3-dimethylaminopropylamine). Run in O1CCCC1 (tetrahydrofuran). Product: CN(CCCNC(CCCCCCCCCCCCCC)=O)C (N-[3-(dimethylamino)propyl]pentadecanamide). As a reaction SMILES: [C:1]([OH:16])(=O)[CH2:2][CH2:3][CH2:4][CH2:5][CH2:6][CH2:7][CH2:8][CH2:9][CH2:10][CH2:11][CH2:12][CH2:13][CH3:14].[C:17](C1NC=CN=1)(C1NC=CN=1)=O.[CH3:29][N:30]([CH3:35])[CH2:31][CH2:32][CH2:33][NH2:34]>O1CCCC1>[CH3:29][N:30]([CH3:35])[CH2:31][CH2:32][CH2:33][NH:34][C:1](=[O:16])[CH2:2][CH2:3][CH2:4][CH2:5][CH2:6][CH2:7][CH2:8][CH2:9][CH2:10][CH2:11][CH2:12][CH2:13][CH2:14][CH3:17]. Procedure details: 1.37 gm (6 meq) of myristic acid and 972 mg (6 meq) of carbonyl diimidazole are combined in a minimum volume of tetrahydrofuran and reacted at room temperature for 1 hour. 0.8 Ml (6 meq+10%) of 3-dimethylaminopropylamine is added and reacted overnight at room temperature. The reaction mixture is evaporated under reduced pressure, dried in vacuo and the desired product purified by silica gel chromatography in the system CH2Cl2 :CH3OH:NH4OH (65:25:4). Fractions 53-65 are combined, evaporated and d...